The task is: describe an organic reaction: reactants, conditions, products, and yield. This data is from the Open Reaction Database (ORD), a public repository of structured organic reaction records. Starting materials: COCc1cc(Br)cc([N+](=O)[O-])c1, CCO, CCOC(C)=O, [Cl-], [Fe], [NH4+], O. Product: COCc1cc(N)cc(Br)c1. RXN SMILES: [Br:1][c:2]1[cH:3][c:4]([CH2:11][O:12][CH3:13])[cH:5][c:6]([N+:8]([O-:9])=[O:10])[cH:7]1.[CH3:14][CH2:15][OH:16].[CH3:20][CH2:21][O:22][C:23](=[O:24])[CH3:25].[Cl-:18].[Fe:26].[NH4+:19].[OH2:17]>>[Br:1][c:2]1[cH:3][c:4]([CH2:11][O:12][CH3:13])[cH:5][c:6]([NH2:8])[cH:7]1. The reactants are C(C)N1C=C(C(C2=CC(=C(C=C12)F)F)=O)C(=O)O (1-ethyl-6,7-difluoro-1,4-dihydro-4-oxo-3-quinoline carboxylic acid), N[C@H]1[C@H](C1)N (cis 1,2-diamino cyclopropane). Solvent: N1=CC=CC=C1 (pyridine). Product: N[C@@H]1[C@@H](C1)NC1=C(C=C2C(C(=CN(C2=C1)CC)C(=O)O)=O)F (cis-7-[(2-aminocyclopropyl)amino]-1-ethyl-6-fluoro-1,4-dihydro-4-oxo-3-quinoline carboxylic acid). RXN SMILES: [CH2:1]([N:3]1[C:12]2[C:7](=[CH:8][C:9]([F:14])=[C:10](F)[CH:11]=2)[C:6](=[O:15])[C:5]([C:16]([OH:18])=[O:17])=[CH:4]1)[CH3:2].[NH2:19][C@@H:20]1[CH2:22][C@@H:21]1[NH2:23]>N1C=CC=CC=1>[NH2:19][C@H:20]1[CH2:22][C@H:21]1[NH:23][C:10]1[CH:11]=[C:12]2[C:7]([C:6](=[O:15])[C:5]([C:16]([OH:18])=[O:17])=[CH:4][N:3]2[CH2:1][CH3:2])=[CH:8][C:9]=1[F:14]. Reported procedure: A mixture of 1-ethyl-6,7-difluoro-1,4-dihydro-4-oxo-3-quinoline carboxylic acid and cis 1,2-diamino cyclopropane [Synthetic Communications, 11(6), 493-495 (1981)] in pyridine is reacted as described in Example 1 giving the desired product. Reactants: S(O)(O)(=O)=O (sulphuric acid), C(=O)(O)CC1COC2=CC=CC=C2C1 (3-carboxymethylchroman), CO (methanol). The product is COC(=O)CC1COC2=CC=CC=C2C1 (3-methoxycarbonylmethylchroman). Isolated yield 98.0%. As a reaction SMILES: S(=O)(=O)(O)O.[C:6]([CH2:9][CH:10]1[CH2:19][C:18]2[C:13](=[CH:14][CH:15]=[CH:16][CH:17]=2)[O:12][CH2:11]1)([OH:8])=[O:7].[CH3:20]O>>[CH3:20][O:7][C:6]([CH2:9][CH:10]1[CH2:19][C:18]2[C:13](=[CH:14][CH:15]=[CH:16][CH:17]=2)[O:12][CH2:11]1)=[O:8]. Reported procedure: 1.5 ml of sulphuric acid (100% strength) are added to a solution of 7.69 g (40 mmol) of 3-carboxymethylchroman in 150 ml of methanol and the whole is boiled under reflux for 3 hours. After cooling, the reaction mixture is concentrated by evaporation in vacuo. The residue is dissolved in diethyl ether and washed, while cold, with water, sodium hydrogen carbonate and again with water. The combined organic phases are dried over sodium sulphate and concentrated by evaporation in vacuo. 8.08 g (98%) ... Starting materials: [Si](C1=CC=CC=C1)(C1=CC=CC=C1)(C(C)(C)C)OC1CN(C1)C=1SC=C(N1)C(=O)N1CC(C1)OC (3-t-butyldiphenylsilyloxy-1-[4-(3-methoxyazetidine-1-carbonyl)-1,3-thiazol-2-yl]azetidine), [F-].C(CCC)[N+](CCCC)(CCCC)CCCC (tetra-n-butylammonium fluoride). Solvent: O1CCCC1 (tetrahydrofuran), O1CCCC1 (tetrahydrofuran). Reaction conditions: time 30 minute. Product: OC1CN(C1)C=1SC=C(N1)C(=O)N1CC(C1)OC (3-hydroxy-1-[4-(3-methoxyazetidine-1-carbonyl)-1,3-thiazol-2-yl]azetidine). The yield is 104.4%. As a reaction SMILES: [Si]([O:18][CH:19]1[CH2:22][N:21]([C:23]2[S:24][CH:25]=[C:26]([C:28]([N:30]3[CH2:33][CH:32]([O:34][CH3:35])[CH2:31]3)=[O:29])[N:27]=2)[CH2:20]1)(C(C)(C)C)(C1C=CC=CC=1)C1C=CC=CC=1.[F-].C([N+](CCCC)(CCCC)CCCC)CCC>O1CCCC1>[OH:18][CH:19]1[CH2:22][N:21]([C:23]2[S:24][CH:25]=[C:26]([C:28]([N:30]3[CH2:33][CH:32]([O:34][CH3:35])[CH2:31]3)=[O:29])[N:27]=2)[CH2:20]1 |f:1.2|. Reported procedure: To a solution of 3-t-butyldiphenylsilyloxy-1-[4-(3-methoxyazetidine-1-carbonyl)-1,3-thiazol-2-yl]azetidine (870 mg, 1.71 mmol) (obtained as described in Reference Example 31(2)) in anhydrous tetrahydrofuran (45 ml) was added a solution of 1.0M tetra-n-butylammonium fluoride in tetrahydrofuran (2.06 ml, 2.06 mmol) in an ice bath, and then the mixture was stirred for 30 minutes. After checking the completion of the reaction, the reaction mixture was concentrated under reduced pressure. The residue... Starting materials: [Si](C1=CC=CC=C1)(C1=CC=CC=C1)(C(C)(C)C)OCC1=CC=C(C=C1)C#C[Si](C)(C)C (4-[(trimethylsilyl)ethynyl]benzyl tert-butyldiphenylsilyl ether), BrC=1C=C2C(=CCC(C2=CC1)(C)C)C1=C(C=CC=C1)C(C)(C)C (6-bromo-4-(tert-butylphenyl)-1,1-dimethyl-1,2-dihydronaphthalene). Yields the product C(C)(C)(C)C1=CC=C(C=C1)C1=CCC(C=2C=CC(=CC12)/C(=C/C1=CC=C(CO)C=C1)/[Si](C)(C)C)(C)C ((Z)-4-{[8-(4-tert-Butylphenyl)-5,5-dimethyl-5,6-dihydronaphthalen-2-yl]-trimethylsilanylvinyl}benzyl Alcohol). As a reaction SMILES: [Si]([O:18][CH2:19][C:20]1[CH:25]=[CH:24][C:23]([C:26]#[C:27][Si:28]([CH3:31])([CH3:30])[CH3:29])=[CH:22][CH:21]=1)(C(C)(C)C)(C1C=CC=CC=1)C1C=CC=CC=1.BrC1C=C2C(=CC=1)C(C)(C)C[CH:37]=[C:36]2[C:45]1[CH:50]=[CH:49][CH:48]=[CH:47][C:46]=1[C:51]([CH3:54])([CH3:53])[CH3:52]>>[C:51]([C:46]1[CH:47]=[CH:48][C:49]([C:36]2[C:45]3[CH:50]=[C:49](/[C:27](/[Si:28]([CH3:29])([CH3:30])[CH3:31])=[CH:26]/[C:23]4[CH:22]=[CH:21][C:20]([CH2:19][OH:18])=[CH:25][CH:24]=4)[CH:48]=[CH:47][C:46]=3[C:51]([CH3:53])([CH3:52])[CH2:54][CH:37]=2)=[CH:50][CH:45]=1)([CH3:54])([CH3:53])[CH3:52]. Reported procedure: Following General Procedure A, 4-[(trimethylsilyl)ethynyl]benzyl tert-butyldiphenylsilyl ether and 6-bromo-4-(tert-butylphenyl)-1,1-dimethyl-1,2-dihydronaphthalene (which can be prepared by the procedure described in Klein, et al., U.S. Pat. No. 5,952,345) were coupled to give the title compound (Compound 29). PNMR (300 MHz, CDCl3): δ 0.0 (s, 9H), 1.48 (s, 6H), 1.51 (s, 9H), 2.49 (d, J=4.8 Hz, 2H), 4.82 (d, J=4.8 Hz, 2H), 6.13 (t, J=4.8 Hz, 1H), 7.00 (d, J=1.7 Hz, 1H), 7.22 (dd, J=1.7, 7.9 Hz, 1... Reactants: CCOC(=O)C=Cc1ccc(Cc2ccccc2)cc1, CCOC(C)=O. Yields the product CCOC(=O)CCc1ccc(Cc2ccccc2)cc1. Reaction SMILES: [CH2:1]([c:2]1[cH:3][cH:4][cH:5][cH:6][cH:7]1)[c:8]1[cH:9][cH:10][c:11]([CH:14]=[CH:15][C:16](=[O:17])[O:18][CH2:19][CH3:20])[cH:12][cH:13]1.[CH3:21][CH2:22][O:23][C:24]([CH3:25])=[O:26]>>[CH2:1]([c:2]1[cH:3][cH:4][cH:5][cH:6][cH:7]1)[c:8]1[cH:9][cH:10][c:11]([CH2:14][CH2:15][C:16](=[O:17])[O:18][CH2:19][CH3:20])[cH:12][cH:13]1. Reactants: [BH4-], ClCCl, CO, [Na+], CN1CCN(C2CC3C4CCC5CC6OC6CC5(C)C4CCC3(C)C2=O)CC1. Product: CN1CCN(C2CC3C4CCC5CC6OC6CC5(C)C4CCC3(C)C2O)CC1. As a reaction SMILES: [BH4-:29].[CH2:31]([Cl:32])[Cl:33].[CH3:34][OH:35].[Na+:30].[O:1]1[CH:2]2[CH:3]1[CH2:4][CH:5]1[CH2:6][CH2:7][CH:8]3[CH:9]4[CH2:10][CH:11]([N:22]5[CH2:23][CH2:24][N:25]([CH3:28])[CH2:26][CH2:27]5)[C:12](=[O:21])[C:13]4([CH3:14])[CH2:15][CH2:16][CH:17]3[C:18]1([CH3:20])[CH2:19]2>>[O:1]1[CH:2]2[CH:3]1[CH2:4][CH:5]1[CH2:6][CH2:7][CH:8]3[CH:9]4[CH2:10][CH:11]([N:22]5[CH2:23][CH2:24][N:25]([CH3:28])[CH2:26][CH2:27]5)[CH:12]([OH:21])[C:13]4([CH3:14])[CH2:15][CH2:16][CH:17]3[C:18]1([CH3:20])[CH2:19]2. The reactants are C1(CCCO1)=O (gamma-butyrolactone), C(OC)(OC)=O (dimethyl carbonate), CN(CC)C (dimethylethylamine). Conditions: temperature 200 celsius, time 5 hour. Product: CC1C(=O)OCC1 (2-methylbutyrolactone), C1(CCCO1)=O (gamma-butyrolactone). Reaction SMILES: [C:1]1(=[O:6])[O:5][CH2:4][CH2:3][CH2:2]1.[C:7](=O)(OC)OC.CN(C)CC>>[CH3:7][CH:2]1[CH2:3][CH2:4][O:5][C:1]1=[O:6].[C:1]1(=[O:6])[O:5][CH2:4][CH2:3][CH2:2]1. Procedure details: A mixture of 21.5 g (250 mmol) of gamma-butyrolactone, 45 g (500 mmol) of dimethyl carbonate and 0.93 g (12.5 mmol) of dimethylethylamine was heated to 200° C. in an autoclave and stirred at this temperature for 5 hours. After cooling, 13.3 g (53%) of 2-methylbutyrolactone (selectivity 74%) and 6 g of unreacted gamma-butyrolactone were obtained by quantitative gas-chromatographic analysis of the discharged reaction mixture. Starting materials: c1(cc(c2c(c1Cl)C(N(CC2)Cc1c(cc(nc1OCc1ccccc1)C)OC)=O)C)C(=O)[C@@H]1COCC1. Reagents/catalysts: c1ccc(cc1)-c2c3ccccc3cc4ccccc24 (9-Phenylanthracene), (R,R)-Et-DUPHOS-Rh. The solvent is CC(C)O (IPA). Run at temperature 25 celsius, time 18 hour. The product is COc1cc(C)nc(OCc2ccccc2)c1CN3CCc4c(C)cc(C(O)C5CCOC5)c(Cl)c4C3=O. Reaction SMILES: [CH3:1][O:2][c:3]1[c:17]([CH2:18][N:19]2[C:37](=[O:38])[c:36]([c:22]3[CH2:21][CH2:20]2)[c:34]([Cl:35])[c:26]([C:27]([CH:29]4[CH2:33][O:32][CH2:31][CH2:30]4)=[O:28])[cH:25][c:23]3[CH3:24])[c:8]([O:9][CH2:10][c:11]5[cH:16][cH:15][cH:14][cH:13][cH:12]5)[n:7][c:5]([CH3:6])[cH:4]1>>[CH3:1][O:2][c:3]1[c:17]([CH2:18][N:19]2[C:37](=[O:38])[c:36]([c:22]3[CH2:21][CH2:20]2)[c:34]([Cl:35])[c:26]([CH:27]([CH:29]4[CH2:33][O:32][CH2:31][CH2:30]4)[OH:28])[cH:25][c:23]3[CH3:24])[c:8]([O:9][CH2:10][c:11]5[cH:16][cH:15][cH:14][cH:13][cH:12]5)[n:7][c:5]([CH3:6])[cH:4]1.